The task is: describe an organic reaction: reactants, conditions, products, and yield. This data is from the Open Reaction Database (ORD), a public repository of structured organic reaction records. The reactants are CC(C)Oc1cc(OCc2ccccc2)ccc1C=O, CO, O, OO, O=S(=O)(O)O. Yields the product CC(C)Oc1cc(OCc2ccccc2)ccc1O. Reaction SMILES: [CH2:1]([c:2]1[cH:3][cH:4][cH:5][cH:6][cH:7]1)[O:8][c:9]1[cH:10][c:11]([O:17][CH:18]([CH3:19])[CH3:20])[c:12]([CH:13]=[O:14])[cH:15][cH:16]1.[CH3:28][OH:29].[OH2:30].[OH:21][OH:22].[S:23](=[O:24])(=[O:25])([OH:26])[OH:27]>>[CH2:1]([c:2]1[cH:3][cH:4][cH:5][cH:6][cH:7]1)[O:8][c:9]1[cH:10][c:11]([O:17][CH:18]([CH3:19])[CH3:20])[c:12]([OH:21])[cH:15][cH:16]1. Reactants: C(OC)COC (dimethoxyethane), C(C)OC(CCCOC1=C(C(=CC=C1)CCCCCCOC1=CC(=CC(=C1)OCC)Br)CCC(=O)OCC)=O (4-[3-[6-(3-bromo-5-ethoxy-phenoxy)-hexyl]-2-(2-ethoxycarbonyl-ethyl)-phenoxy]-butyric acid ethyl ester), C1(=CC=CC=C1)B(O)O (phenylboronic acid), C([O-])([O-])=O.[Cs+].[Cs+] (cesium carbonate). Reagents/catalysts: C1=CC=C(C=C1)P([C-]2C=CC=C2)C3=CC=CC=C3.C1=CC=C(C=C1)P([C-]2C=CC=C2)C3=CC=CC=C3.Cl[Pd]Cl.[Fe+2] ([1,1′-bis(diphenylphosphino)ferrocene]dichloropalladium(II)). Solvent: C(C)(=O)OCC (ethyl acetate). Reaction conditions: temperature 120 celsius. Product: C(C)OC(CCCOC1=C(C(=CC=C1)CCCCCCOC=1C=C(C=C(C1)OCC)C1=CC=CC=C1)CCC(=O)OCC)=O (4-[3-[6-(5-ethoxy-biphenyl-3-yloxy)-hexyl]-2-(2-ethoxycarbonyl-ethyl)-phenoxy]-butyric acid ethyl ester). Yield: 84.3%. As a reaction SMILES: [CH2:1]([O:3][C:4](=[O:39])[CH2:5][CH2:6][CH2:7][O:8][C:9]1[CH:14]=[CH:13][CH:12]=[C:11]([CH2:15][CH2:16][CH2:17][CH2:18][CH2:19][CH2:20][O:21][C:22]2[CH:27]=[C:26]([O:28][CH2:29][CH3:30])[CH:25]=[C:24](Br)[CH:23]=2)[C:10]=1[CH2:32][CH2:33][C:34]([O:36][CH2:37][CH3:38])=[O:35])[CH3:2].[C:40]1(B(O)O)[CH:45]=[CH:44][CH:43]=[CH:42][CH:41]=1.C(=O)([O-])[O-].[Cs+].[Cs+].C(COC)OC>C(OCC)(=O)C.C1C=CC(P(C2C=CC=CC=2)[C-]2C=CC=C2)=CC=1.C1C=CC(P(C2C=CC=CC=2)[C-]2C=CC=C2)=CC=1.Cl[Pd]Cl.[Fe+2]>[CH2:1]([O:3][C:4](=[O:39])[CH2:5][CH2:6][CH2:7][O:8][C:9]1[CH:14]=[CH:13][CH:12]=[C:11]([CH2:15][CH2:16][CH2:17][CH2:18][CH2:19][CH2:20][O:21][C:22]2[CH:23]=[C:24]([C:40]3[CH:45]=[CH:44][CH:43]=[CH:42][CH:41]=3)[CH:25]=[C:26]([O:28][CH2:29][CH3:30])[CH:27]=2)[C:10]=1[CH2:32][CH2:33][C:34]([O:36][CH2:37][CH3:38])=[O:35])[CH3:2] |f:2.3.4,7.8.9.10|. Reported procedure: To a mixture of 4-[3-[6-(3-bromo-5-ethoxy-phenoxy)-hexyl]-2-(2-ethoxycarbonyl-ethyl)-phenoxy]-butyric acid ethyl ester (305 mg, 0.5 mmol), phenylboronic acid (125 mg, 1.0 mmol), [1,1′-bis(diphenylphosphino)ferrocene]dichloropalladium(II) (55 mg, 0.075 mmol), and cesium carbonate (331 mg, 1.0 mmol) in a microwave tube was added dimethoxyethane (5.9 mL) under nitrogen atmosphere at room temperature. The resulting brown reaction mixture was heated to 120° C. in a microwave for 30 minutes. The react...